From a dataset of the Open Reaction Database (ORD), a public repository of structured organic reaction records. describe an organic reaction: reactants, conditions, products, and yield Reactants: COC(=O)C1=NC2=CC=CC(=C2C=C1)N=CC(CC1(CC1)C1=C(C=CC(=C1)F)OC)(C(F)(F)F)O (5-{3-[1-(5-fluoro-2-methoxyphenyl)cycloprop-1-yl]-2-hydroxy-2-(trifluoromethyl)propylidenamino}-quinoline-2-carboxylic acid methyl ester), [BH4-].[Na+] (sodium borohydride). Product: FC=1C=CC(=C(C1)C1(CC1)CC(CNC1=C2C=CC(=NC2=CC=C1)CO)(O)C(F)(F)F)OC (3-[1-(5-Fluoro-2-methoxyphenyl)cycloprop-1-yl]-1-(2-(hydroxymethyl)quinolin-5-ylamino)-2-(trifluoromethyl)propan-2-ol). As a reaction SMILES: C[O:2][C:3]([C:5]1[CH:14]=[CH:13][C:12]2[C:7](=[CH:8][CH:9]=[CH:10][C:11]=2[N:15]=[CH:16][C:17]([OH:35])([C:31]([F:34])([F:33])[F:32])[CH2:18][C:19]2([C:22]3[CH:27]=[C:26]([F:28])[CH:25]=[CH:24][C:23]=3[O:29][CH3:30])[CH2:21][CH2:20]2)[N:6]=1)=O.[BH4-].[Na+]>>[F:28][C:26]1[CH:25]=[CH:24][C:23]([O:29][CH3:30])=[C:22]([C:19]2([CH2:18][C:17]([C:31]([F:32])([F:33])[F:34])([OH:35])[CH2:16][NH:15][C:11]3[CH:10]=[CH:9][CH:8]=[C:7]4[C:12]=3[CH:13]=[CH:14][C:5]([CH2:3][OH:2])=[N:6]4)[CH2:21][CH2:20]2)[CH:27]=1 |f:1.2|. Procedure: Analogously to Example 40, 200 mg (0.41 mmol) of 5-{3-[1-(5-fluoro-2-methoxyphenyl)cycloprop-1-yl]-2-hydroxy-2-(trifluoromethyl)propylidenamino}-quinoline-2-carboxylic acid methyl ester is reacted with 156 mg (4.1 mmol) of sodium borohydride. After working-up and purification on silica gel with hexane-ethyl acetate (0-75%), 119 mg (63% of theory) of the product is obtained. Starting materials: O1C(COC2=C3CC(NC3=CC=C2)=O)C1 (4-(2,3-Epoxypropoxy)-indolin-2-one), N1N=CC=C1C=O (pyrazole-5-aldehyde), CN(C)C (trimethylamine). Run in CS(=O)C (dimethyl sulphoxide). Yield: 68.0%. RXN SMILES: [O:1]1[CH2:15][CH:2]1[CH2:3][O:4][C:5]1[CH:13]=[CH:12][CH:11]=[C:10]2[C:6]=1[CH2:7][C:8](=[O:14])[NH:9]2.[NH:16]1[C:20](C=O)=[CH:19][CH:18]=[N:17]1.[CH3:23]N(C)C>CS(C)=O>[O:1]1[CH2:15][CH:2]1[CH2:3][O:4][CH:5]1[C:13](=[CH2:23])[CH:12]=[CH:11][C:10]2[NH:9][C:8](=[O:14])[CH:7]([C:18]3[NH:17][N:16]=[CH:20][CH:19]=3)[C:6]1=2. Yields the product O1C(COC2C=3C(C(NC3C=CC2=C)=O)C2=CC=NN2)C1 (4-(2,3-Epoxypropoxy)-3-(pyrazol-5-yl)-methyleneindolin-2-one). Procedure: 4.1 g. 4-(2,3-Epoxypropoxy)-indolin-2-one (Example 6) are dissolved in 40 ml. dimethyl sulphoxide, mixed with 2.0 g. pyrazole-5-aldehyde and 2.8 ml. trimethylamine and stirred for 2 days at ambient temperature. The reaction mixture is mixed with 150 ml. water and extracted with ethyl acetate. After drying with anhydrous sodium sulphate and evaporating, there crystallise out 3.9 g. 4-(2,3-epoxypropoxy)-3-(pyrazol-5-yl)-methyleneindolin-2-one; m.p. 229° C.; yield 68% of theory. Reported procedure: To 20 g of FN-1 in 1 L of DMSO, was added 20 ml of dehydrated pyridine and 1 L of acetic anhydride. The solution was allowed to react for 12 hours. The solution was then allowed to settle and the supernatant fluid was removed by decantation. The residual solution containing a solid on the bottom of the beaker was added to a large amount of doubly distilled, deionized water. Next, the solid was filtered, washed with deionized water three times, and then dried to obtain 25 g of a solid of FN-2 (yi... RXN SMILES: [CH3:1][CH2:2]/[CH:3]=[CH:4]\[CH2:5][C@H:6]1[C:11]23[C:15](=[CH:16][C:17](=[O:18])[C@:9]([OH:20])([CH2:10]2)[CH2:8][C@H:7]1[CH2:21][C:22]([C@H:24]([OH:35])[CH2:25][CH2:26][CH2:27][CH2:28][CH2:29][CH2:30][CH2:31][C:32]([OH:34])=[O:33])=[O:23])[NH:14][CH2:13][C@@H:12]3[OH:19].N1C=CC=CC=1.C(OC(=O)C)(=O)C>CS(C)=O>[CH3:1][CH2:2]/[CH:3]=[CH:4]\[CH2:5][C@H:6]1[C:11]23[C:15](=[CH:16][C:17](=[O:18])[C@:9]([OH:20])([CH2:10]2)[CH2:8][C@H:7]1[CH2:21][C:22]([C@@H:24]([OH:35])[CH2:25][CH2:26][CH2:27][CH2:28][CH2:29][CH2:30][CH2:31][C:32]([OH:34])=[O:33])=[O:23])[NH:14][CH2:13][C@@H:12]3[OH:19]. The reactants are CC/C=C\C[C@@H]1[C@@H](C[C@]2(CC13[C@H](CNC3=CC2=O)O)O)CC(=O)[C@@H](CCCCCCCC(=O)O)O (FN-1), N1=CC=CC=C1 (pyridine), C(C)(=O)OC(C)=O (acetic anhydride). Yields the product solid, CC/C=C\C[C@@H]1[C@@H](C[C@]2(CC13[C@H](CNC3=CC2=O)O)O)CC(=O)[C@H](CCCCCCCC(=O)O)O (FN-2). Isolated yield 88.0%. Run in CS(=O)C (DMSO). The reactants are O=C1CN(Cc2ccc(Br)cc2)C(=O)N1, O=C([O-])[O-], CI, [K+], [K+], CN(C)C=O. The product is CN1C(=O)CN(Cc2ccc(Br)cc2)C1=O. RXN SMILES: [Br:1][c:2]1[cH:3][cH:4][c:5]([CH2:6][N:7]2[C:8](=[O:13])[NH:9][C:10](=[O:12])[CH2:11]2)[cH:14][cH:15]1.[C:16](=[O:17])([O-:18])[O-:19].[I:22][CH3:23].[K+:20].[K+:21].[O:24]=[CH:25][N:26]([CH3:27])[CH3:28]>>[Br:1][c:2]1[cH:3][cH:4][c:5]([CH2:6][N:7]2[C:8](=[O:13])[N:9]([CH3:16])[C:10](=[O:12])[CH2:11]2)[cH:14][cH:15]1. The reactants are Cl (HCl), [N+](=O)([O-])C1=CC=C(C=O)C=C1 (p-nitrobenzaldehyde), N1C(=O)NC(=O)C1 (hydantoin), C(O)CN (Monoethanolamine). Solvent: O (water). Yields the product [N+](=O)([O-])C1=CC=C(C=C2C(NC(N2)=O)=O)C=C1 (5-(4'-Nitrobenzal) hydantoin). As a reaction SMILES: [N+:1]([C:4]1[CH:11]=[CH:10][C:7]([CH:8]=O)=[CH:6][CH:5]=1)([O-:3])=[O:2].[NH:12]1[CH2:18][C:16](=[O:17])[NH:15][C:13]1=[O:14].C(CN)O.Cl>O>[N+:1]([C:4]1[CH:11]=[CH:10][C:7]([CH:8]=[C:18]2[NH:12][C:13](=[O:14])[NH:15][C:16]2=[O:17])=[CH:6][CH:5]=1)([O-:3])=[O:2]. Reported procedure: A mixture of p-nitrobenzaldehyde (2.510 g.) and hydantoin (1.671 g., 1 molar ratio) in water (15 ml) was heated to 70°. Monoethanolamine (1.53 g., 1.5 molar ratio) was added and the mixture was stirred magnetically and heated at 90°-92° (bath temperature) for 41/4 hours. The mixture was cooled in an ice-bath and acidified with HCl. After refrigeration overnight the mixture was filtered, washed with water and dried at 55°/10 mm. The title compound was obtained as a brown solid (3.250 g.), m.p. 25... The reactants are C1(=CC=CC=C1)O (phenol), [H-].[Na+] (sodium hydride), [H-].[Na+] (sodium hydride), C1(=CC=CC=C1)O (phenol), ClC1=NC=2CCCCC2C(=C1[N+](=O)[O-])NCCOCCCC=1C=NC=CC1 (2-chloro-3-nitro-N-[2-(3-pyridin-3-ylpropoxy)ethyl]-5,6,7,8-tetrahydroquinolin-4-amine). Solvent: COCCOCCOC (diglyme), COCCOCCOC (diglyme). Conditions: time 1.5 hour. Yields the product [N+](=O)([O-])C=1C(=NC=2CCCCC2C1NCCOCCCC=1C=NC=CC1)OC1=CC=CC=C1 (3-nitro-2-phenoxy-N-[2-(3-pyridin-3-ylpropoxy)ethyl]-5,6,7,8-tetrahydroquinolin-4-amine). Yield: 66.9%. RXN SMILES: [H-].[Na+].[C:3]1([OH:9])[CH:8]=[CH:7][CH:6]=[CH:5][CH:4]=1.Cl[C:11]1[C:20]([N+:21]([O-:23])=[O:22])=[C:19]([NH:24][CH2:25][CH2:26][O:27][CH2:28][CH2:29][CH2:30][C:31]2[CH:32]=[N:33][CH:34]=[CH:35][CH:36]=2)[C:18]2[CH2:17][CH2:16][CH2:15][CH2:14][C:13]=2[N:12]=1>COCCOCCOC>[N+:21]([C:20]1[C:11]([O:9][C:3]2[CH:8]=[CH:7][CH:6]=[CH:5][CH:4]=2)=[N:12][C:13]2[CH2:14][CH2:15][CH2:16][CH2:17][C:18]=2[C:19]=1[NH:24][CH2:25][CH2:26][O:27][CH2:28][CH2:29][CH2:30][C:31]1[CH:32]=[N:33][CH:34]=[CH:35][CH:36]=1)([O-:23])=[O:22] |f:0.1|. Procedure details: A 200 mL round bottom flask was charged with 60% sodium hydride (2.5 g, 0.06 mol, 1.7 equivalents) and washed with hexane (50 mL). A solution of phenol (5.7 g, 0.06 mol, 1.6 equivalents) in diglyme (25 mL) was then slowly added to the sodium hydride. The reaction was maintained with stirring at room temperature for 1.5 hours. To the phenol anion solution was slowly added a solution of 2-chloro-3-nitro-N-[2-(3-pyridin-3-ylpropoxy)ethyl]-5,6,7,8-tetrahydroquinolin-4-amine (14.8 g, 0.04 mol) in dig... Reactants: [Cl-].[NH4+] (ammonium chloride), C[C@@H]1[C@H]2[C@@H]3CC[C@H](C(C)=O)[C@]3(CC[C@@H]2[C@]2(C=CC(N[C@@H]2C1)=O)C)C (7β-methyl-5α-4-azapregn-1-ene-3,20-dione), C(C)[Mg]Br (ethylmagnesium bromide). The solvent is O1CCCC1 (tetrahydrofuran), CCOCC (ether). The product is C[C@@H]1[C@H]2[C@@H]3CC[C@H]([C@@](C)(O)CC)[C@]3(CC[C@@H]2[C@]2(C=CC(N[C@@H]2C1)=O)C)C (7β-methyl-20-ethyl-20(S)-hydroxy-5α-4-azapregn-1-en-3-one). The yield is 48.5%. As a reaction SMILES: [CH3:1][C@H:2]1[CH2:21][C@@H:20]2[C@:15]([CH3:23])([CH:16]=[CH:17][C:18](=[O:22])[NH:19]2)[C@@H:14]2[C@@H:3]1[C@H:4]1[C@:11]([CH3:24])([CH2:12][CH2:13]2)[C@@H:7]([C:8](=[O:10])[CH3:9])[CH2:6][CH2:5]1.[CH2:25]([Mg]Br)[CH3:26].[Cl-].[NH4+]>O1CCCC1.CCOCC>[CH3:1][C@H:2]1[CH2:21][C@@H:20]2[C@:15]([CH3:23])([CH:16]=[CH:17][C:18](=[O:22])[NH:19]2)[C@@H:14]2[C@@H:3]1[C@H:4]1[C@:11]([CH3:24])([CH2:12][CH2:13]2)[C@@H:7]([C@:8]([CH2:25][CH3:26])([OH:10])[CH3:9])[CH2:6][CH2:5]1 |f:2.3|. Procedure: To a solution of 100 mg (0.303 mmol) 7β-methyl-5α-4-azapregn-1-ene-3,20-dione in 10 ml dry tetrahydrofuran at -40° C. under N2 was added 15 eq ethylmagnesium bromide (4.5 mmol) in ether. The reaction was stirred and allowed to warm to RT over 18 hours. Aqueous ammonium chloride (5 ml) was added and the solvents were evaporated. The residue was partitioned between methylene chloride and water. The organic layer was washed with brine, dried over magnesium sulfate, and evaporated. The product was p... The reactants are O=C([O-])[O-], COc1ccc2[nH]ccc2c1, CS(C)=O, [Cu]I, Ic1ccccc1, [K+], [K+], O=C(O)C1CCCN1. The product is COc1ccc2c(ccn2-c2ccccc2)c1. As a reaction SMILES: [C:20](=[O:21])([O-:22])[O-:23].[CH3:1][O:2][c:3]1[cH:4][c:5]2[cH:6][cH:7][nH:8][c:9]2[cH:10][cH:11]1.[CH3:33][S:34]([CH3:35])=[O:36].[Cu:37][I:38].[I:26][c:27]1[cH:28][cH:29][cH:30][cH:31][cH:32]1.[K+:24].[K+:25].[OH:12][C:13]([CH:14]1[NH:15][CH2:16][CH2:17][CH2:18]1)=[O:19]>>[CH3:1][O:2][c:3]1[cH:4][c:5]2[cH:6][cH:7][n:8](-[c:27]3[cH:28][cH:29][cH:30][cH:31][cH:32]3)[c:9]2[cH:10][cH:11]1. The reactants are BrCC(=O)C1=CC(=CC=C1)C (1-bromo-2-(3-methylphenyl)-2-oxoethane), CN1C=NC=C1 (1-methylimidazole). The solvent is C(C)OCC (diethyl ether). Product: [Br-].C[NH+]1CN(C=C1)CC(=O)C1=CC(=CC=C1)C (1-methyl-3-[2-(3-methylphenyl)-2-oxoethyl]-1H-imidazolium bromide). Yield: 24.4%. RXN SMILES: [Br:1][CH2:2][C:3]([C:5]1[CH:10]=[CH:9][CH:8]=[C:7]([CH3:11])[CH:6]=1)=[O:4].[CH3:12][N:13]1[CH:17]=[CH:16][N:15]=[CH:14]1>C(OCC)C>[Br-:1].[CH3:12][NH+:13]1[CH:17]=[CH:16][N:15]([CH2:2][C:3]([C:5]2[CH:10]=[CH:9][CH:8]=[C:7]([CH3:11])[CH:6]=2)=[O:4])[CH2:14]1 |f:3.4|. Procedure details: A solution of 5.16 g (0.024 mol) of 1-bromo-2-(3-methylphenyl)-2-oxoethane and 2.15 g (0.026 mol) of 1-methylimidazole in approximately 30 ml of diethyl ether was stirred at room temperature for about 19 hours. The reaction solvent was decanted and the resulting brown residue was washed with diethyl ether. The residue was washed with hot acetonitrile and recrystallized twice from acetonitrile/diethyl ether to afford 1.74 g of 1-methyl-3-[2-(3-methylphenyl)-2-oxoethyl]-1H-imidazolium bromide as w... Reaction SMILES: [CH2:1]1[O:2][CH2:4][CH2:5][O:3][CH2:6]1.[CH3:45][CH2:46][OH:47].[CH3:48][CH2:49][O:50][CH2:51][CH3:52].[K+:44].[O:7]1[CH2:8][CH2:9][O:10][c:11]2[c:12]1[cH:13][cH:14][c:15]([CH2:17][NH:18][CH:19]1[CH2:20][CH2:21][C:22]([C:25]#[N:26])([CH2:27][CH2:28][n:29]3[c:30](=[O:42])[cH:31][c:32]([CH3:41])[c:33]4[cH:34][cH:35][c:36]([O:39][CH3:40])[cH:37][c:38]34)[CH2:23][CH2:24]1)[cH:16]2.[OH-:43]>>[O:3]=[C:25]([C:22]1([CH2:27][CH2:28][n:29]2[c:30](=[O:42])[cH:31][c:32]([CH3:41])[c:33]3[cH:34][cH:35][c:36]([O:39][CH3:40])[cH:37][c:38]23)[CH2:21][CH2:20][CH:19]([NH:18][CH2:17][c:15]2[cH:14][cH:13][c:12]3[c:11]([cH:16]2)[O:10][CH2:9][CH2:8][O:7]3)[CH2:24][CH2:23]1)[NH2:26]. Starting materials: C1COCCO1, CCO, CCOCC, [K+], COc1ccc2c(C)cc(=O)n(CCC3(C#N)CCC(NCc4ccc5c(c4)OCCO5)CC3)c2c1, [OH-]. Product: COc1ccc2c(C)cc(=O)n(CCC3(C(N)=O)CCC(NCc4ccc5c(c4)OCCO5)CC3)c2c1.